Dataset: the Open Reaction Database (ORD), a public repository of structured organic reaction records. Task: describe an organic reaction: reactants, conditions, products, and yield Starting materials: [OH-].[Na+] (sodium hydroxide), CC=1N=CNC1C (4,5-dimethylimidazole), ClCOC (chloromethoxymethane). The solvent is C(C)#N (acetonitrile). Product: COCN1C=NC(=C1C)C (1-(Methoxymethyl)-4,5-dimethylimidazole). As a reaction SMILES: [OH-].[Na+].[CH3:3][C:4]1[N:5]=[CH:6][NH:7][C:8]=1[CH3:9].Cl[CH2:11][O:12][CH3:13]>C(#N)C>[CH3:11][O:12][CH2:13][N:5]1[C:4]([CH3:3])=[C:8]([CH3:9])[N:7]=[CH:6]1 |f:0.1|. Procedure details: At a temperature of 60° C., 500 mg. of picrinic acid and 15.6 g. (0.39 mol) of sodium hydroxide were added to a solution of 31 g. (0.32 mol) of 4,5-dimethylimidazole (H, Bredereck and G. Theilig, Chem. Ber. 86, 88 (1953)) in 150 ml. of acetonitrile. Then 29 g. (0.36 mol) of chloromethoxymethane were added drop-wise, which made the temperature rise to 80° C. The reaction mixture was refluxed for 6 hours and filtered. The filtrate was concentrated by distilling off the solvent and the residue was ... Isolated yield 100.0%. As a reaction SMILES: [OH:1][C:2]1[C:10]([OH:11])=[CH:9][CH:8]=[CH:7][C:3]=1[C:4]([OH:6])=[O:5].S(=O)(=O)(O)O.[CH2:17](O)[CH3:18]>>[OH:1][C:2]1[C:10]([OH:11])=[CH:9][CH:8]=[CH:7][C:3]=1[C:4]([O:6][CH2:17][CH3:18])=[O:5]. The product is OC1=C(C(=O)OCC)C=CC=C1O (ethyl 2,3-dihydroxybenzoate). Procedure details: To a solution of 2,3-dihydroxybenzoic acid (25 g) in ethanol (320 ml) was added concentrated sulfuric acid (1.8 ml), and the mixture was heated under reflux for one day. The reaction mixture was concentrated, poured into water, and the mixture was extracted with ethyl acetate. The organic layer was washed with saturated brine, and dried over sodium sulfate. The solvent was evaporated under reduced pressure. The residue was subjected to normal phase chromatography (elution solvent ethyl acetate) ... Reactants: OC1=C(C(=O)O)C=CC=C1O (2,3-dihydroxybenzoic acid), S(O)(O)(=O)=O (sulfuric acid), C(C)O (ethanol). Reactants: COc1cc(O)c2c(=O)c(OC)c(-c3ccc(OCc4ccccc4)c(OC)c3)oc2c1, CCO. Product: COc1cc(O)c2c(=O)c(OC)c(-c3ccc(O)c(OC)c3)oc2c1. RXN SMILES: [CH2:1]([c:2]1[cH:3][cH:4][cH:5][cH:6][cH:7]1)[O:8][c:9]1[c:10]([O:31][CH3:32])[cH:11][c:12](-[c:13]2[o:14][c:15]3[cH:16][c:17]([O:27][CH3:28])[cH:18][c:19]([OH:26])[c:20]3[c:21](=[O:25])[c:22]2[O:23][CH3:24])[cH:29][cH:30]1.[CH3:33][CH2:34][OH:35]>>[OH:8][c:9]1[c:10]([O:31][CH3:32])[cH:11][c:12](-[c:13]2[o:14][c:15]3[cH:16][c:17]([O:27][CH3:28])[cH:18][c:19]([OH:26])[c:20]3[c:21](=[O:25])[c:22]2[O:23][CH3:24])[cH:29][cH:30]1. Starting materials: FC1=C(C=CC=C1)C(CCCCN1CCC(CC1)C=1C=C(C=CC1)NC(C(C)C)=O)=O (N-(3-{1-[5-(2-fluorophenyl)-5-oxopentyl]-4-piperidinyl}phenyl)-2-methylpropanamide), CN(N)C1=CC=CC=C1 (1-methyl-1-phenylhydrazine). Procedure: Prepared by Procedure E and Scheme M using N-(3-{1-[5-(2-fluorophenyl)-5-oxopentyl]-4-piperidinyl}phenyl)-2-methylpropanamide and 1-methyl-1-phenylhydrazine: ESMS m/e: 512.2 (M+H)+. RXN SMILES: [F:1][C:2]1[CH:7]=[CH:6][CH:5]=[CH:4][C:3]=1[C:8](=O)[CH2:9][CH2:10][CH2:11][CH2:12][N:13]1[CH2:18][CH2:17][CH:16]([C:19]2[CH:20]=[C:21]([NH:25][C:26](=[O:30])[CH:27]([CH3:29])[CH3:28])[CH:22]=[CH:23][CH:24]=2)[CH2:15][CH2:14]1.[CH3:32][N:33]([C:35]1[CH:40]=[CH:39][CH:38]=[CH:37][CH:36]=1)N>>[F:1][C:2]1[CH:7]=[CH:6][CH:5]=[CH:4][C:3]=1[C:8]1[N:33]([CH3:32])[C:35]2[C:40]([C:9]=1[CH2:10][CH2:11][CH2:12][N:13]1[CH2:18][CH2:17][CH:16]([C:19]3[CH:20]=[C:21]([NH:25][C:26](=[O:30])[CH:27]([CH3:29])[CH3:28])[CH:22]=[CH:23][CH:24]=3)[CH2:15][CH2:14]1)=[CH:39][CH:38]=[CH:37][CH:36]=2. The product is FC1=C(C=CC=C1)C=1N(C2=CC=CC=C2C1CCCN1CCC(CC1)C=1C=C(C=CC1)NC(C(C)C)=O)C (N-[3-(1-{3-[2-(2-FLUOROPHENYL)-1-METHYL-1H-INDOL-3-YL]PROPYL}-4-PIPERIDINYL)PHENYL]-2-METHYLPROPANAMIDE). Starting materials: C(C)(C)NC(C)C (diisopropylamine), O[C@H](C)[C@@H]1C2SC(C(N2C1=O)C(=O)OCC1=CC=C(C=C1)[N+](=O)[O-])=S (4-nitrobenzyl 6(S)-[1(R)-hydroxyethyl]-7-oxo-3-thioxo-4-thia-1-azabicyclo[3,2,0]heptane-2-carboxylate), ICC (iodoethane). The solvent is O1CCCC1 (tetrahydrofuran). Conditions: time 16 hour. The product is C(C)SC1=C(N2C([C@@H](C2S1)[C@@H](C)O)=O)C(=O)OCC1=CC=C(C=C1)[N+](=O)[O-] (4-Nitrobenzyl 3-ethylthio-6(S)-[1(R)hydroxyethyl]-7-oxo-4-thia-1-azabicyclo[3,2,0]hept-2-en-2-carboxylate). RXN SMILES: [CH:1](NC(C)C)(C)[CH3:2].[OH:8][C@@H:9]([C@H:11]1[C:17](=[O:18])[N:16]2[CH:12]1[S:13][C:14](=[S:32])[CH:15]2[C:19]([O:21][CH2:22][C:23]1[CH:28]=[CH:27][C:26]([N+:29]([O-:31])=[O:30])=[CH:25][CH:24]=1)=[O:20])[CH3:10].ICC>O1CCCC1>[CH2:1]([S:32][C:14]1[S:13][CH:12]2[N:16]([C:17](=[O:18])[C@@H:11]2[C@H:9]([OH:8])[CH3:10])[C:15]=1[C:19]([O:21][CH2:22][C:23]1[CH:28]=[CH:27][C:26]([N+:29]([O-:31])=[O:30])=[CH:25][CH:24]=1)=[O:20])[CH3:2]. Procedure: To 0.200 ml of diisopropylamine was added to 0.426 g of 4-nitrobenzyl 6(S)-[1(R)-hydroxyethyl]-7-oxo-3-thioxo-4-thia-1-azabicyclo[3,2,0]heptane-2-carboxylate in dry tetrahydrofuran with stirring. 0.252 ml of iodoethane was then added and stirring was continued for 16 hours at room temperature. The reaction mixture was then evaporated to dryness and chromatographed on silica gel, eluting with ethyl acetate/hexane mixtures, to give the title product as a mixture of 5R and 5S isomers. RXN SMILES: [C:1]([O:5][C:6]([N:8]1[CH2:13][CH2:12][C:11]2([NH:18][C:17](=[O:19])[C:16]3[CH:20]=[C:21](Br)[CH:22]=[CH:23][C:15]=3[O:14]2)[CH2:10][CH2:9]1)=[O:7])([CH3:4])([CH3:3])[CH3:2].[C:25]([O:29][CH3:30])(=[O:28])[CH:26]=[CH2:27]>CN(C=O)C.CC([O-])=O.CC([O-])=O.[Pd+2].C1(C)C=CC=CC=1P(C1C=CC=CC=1C)C1C=CC=CC=1C>[CH3:30][O:29][C:25](=[O:28])/[CH:26]=[CH:27]/[C:21]1[CH:22]=[CH:23][C:15]2[O:14][C:11]3([CH2:12][CH2:13][N:8]([C:6]([O:5][C:1]([CH3:4])([CH3:3])[CH3:2])=[O:7])[CH2:9][CH2:10]3)[NH:18][C:17](=[O:19])[C:16]=2[CH:20]=1 |f:3.4.5|. Solvent: CN(C)C=O (DMF). The reactants are TEA, C(C=C)(=O)OC (methyl acrylate), C(C)(C)(C)OC(=O)N1CCC2(CC1)OC1=C(C(N2)=O)C=C(C=C1)Br (6-Bromo-3,4-dihydro-4-oxo-spiro[2H-(1,3)-benzoxazine-2,4′-piperidin]-1′-carboxylic acid tert-butyl ester). Reagents/catalysts: CC(=O)[O-].CC(=O)[O-].[Pd+2] (Pd(OAc)2), C1(=C(C=CC=C1)P(C1=C(C=CC=C1)C)C1=C(C=CC=C1)C)C (tris(o-tolyl)phosphine), CC(=O)[O-].CC(=O)[O-].[Pd+2] (Pd(OAc)2), C1(=C(C=CC=C1)P(C1=C(C=CC=C1)C)C1=C(C=CC=C1)C)C (tris(o-tolyl)phosphine). Procedure details: 6-Bromo-3,4-dihydro-4-oxo-spiro[2H-(1,3)-benzoxazine-2,4′-piperidin]-1′-carboxylic acid tert-butyl ester (5.00 g, 12.6 mmol) was dissolved in hot DMF (15 ml) and then TEA (5.26 ml, 37.8 mmol), tris(o-tolyl)phosphine (153 mg, 0.504 mmol), Pd(OAc)2 (56 mg, 0.25 mmol) and methyl acrylate (3.25 g, 37.8 mmol) were added at RT. The mixture was heated at 100° C. for 6 h under N2 with a further addition of tris(o-tolyl)phosphine (153 mg, 0.504 mmol) and Pd(OAc)2 (56 mg, 0.25 mmol) after three hours) and... Product: COC(\C=C\C=1C=CC2=C(C(NC3(CCN(CC3)C(=O)OC(C)(C)C)O2)=O)C1)=O ((E)-3-{1′-tert-butoxycarbonyl-3,4-dihydro-4-oxo-spiro[2H-(1,3)-benzoxazine-2,4′-piperidin]-6-yl}-acrylic acid methyl ester). The yield is 99.6%. Starting materials: C(C)C=1NC=2C(=NC(=CC2C)C)N1 (2-ethyl-5,7-dimethylimidazo[4,5-b]pyridine), [H-].[Na+] (sodium hydride), C(C)OC(CC1=CC2=CC=C(C=C2C=C1)CBr)=O ((6-bromomethylnaphthalen-2-yl)acetic acid ethyl ester), C(C)OC(CC1=CC2=CC=C(C=C2C=C1)CBr)=O ((6-bromomethylnaphthalen-2-yl)acetic acid ethyl ester). The solvent is CN(C)C=O (DMF), CCOC(=O)C (EtOAc), CN(C)C=O (DMF). Conditions: time 15 minute. The product is C(C)OC(CC1=CC2=CC=C(C=C2C=C1)CN1C(=NC=2C1=NC(=CC2C)C)CC)=O ([6-(2-ethyl-5,7-dimethylimidazo[4,5-b]pyridin-3-ylmethyl)naphthalen-2-yl]acetic acid ethyl ester). As a reaction SMILES: [CH2:1]([C:3]1[NH:4][C:5]2[C:6]([N:13]=1)=[N:7][C:8]([CH3:12])=[CH:9][C:10]=2[CH3:11])[CH3:2].[H-].[Na+].[CH2:16]([O:18][C:19](=[O:33])[CH2:20][C:21]1[CH:30]=[CH:29][C:28]2[C:23](=[CH:24][CH:25]=[C:26]([CH2:31]Br)[CH:27]=2)[CH:22]=1)[CH3:17]>CN(C=O)C.CCOC(C)=O>[CH2:16]([O:18][C:19](=[O:33])[CH2:20][C:21]1[CH:30]=[CH:29][C:28]2[C:23](=[CH:24][CH:25]=[C:26]([CH2:31][N:13]3[C:6]4=[N:7][C:8]([CH3:12])=[CH:9][C:10]([CH3:11])=[C:5]4[N:4]=[C:3]3[CH2:1][CH3:2])[CH:27]=2)[CH:22]=1)[CH3:17] |f:1.2|. Procedure: To a solution of 2-ethyl-5,7-dimethylimidazo[4,5-b]pyridine (7) (1.38 g, 6.5 mmol) in 4 ml DMF was added sodium hydride (250 mg, 6.5 mmol) and the reaction mixture was stirred 15 minutes at ambient temperature. The product of Step 2, above (51) (3.07 mmol), was dissolved in 3 ml DMF and added to the reaction mixture and stirred at ambient temperature for 16 hours. The reaction mixture was diluted with EtOAc and washed with saturated sodium bicarbonate solution and brine. The combined organics we...